Dataset: the Open Reaction Database (ORD), a public repository of structured organic reaction records. Task: describe an organic reaction: reactants, conditions, products, and yield The reactants are CCN(Cc1cc(Br)ccc1OCc1ccccc1)c1ccc(C(N)=O)nn1, CC(C)O, O=CO, [Na+], [OH-], O. Reaction SMILES: [CH2:1]([c:2]1[cH:3][cH:4][cH:5][cH:6][cH:7]1)[O:8][c:9]1[c:10]([CH2:11][N:12]([CH2:13][CH3:14])[c:15]2[cH:16][cH:17][c:18]([C:21](=[O:22])[NH2:23])[n:19][n:20]2)[cH:24][c:25]([Br:28])[cH:26][cH:27]1.[CH:31]([CH3:32])([CH3:33])[OH:34].[CH:35]([OH:36])=[O:37].[Na+:30].[OH-:29].[OH2:38]>>[CH2:1]([c:2]1[cH:3][cH:4][cH:5][cH:6][cH:7]1)[O:8][c:9]1[c:10]([CH2:11][N:12]([CH2:13][CH3:14])[c:15]2[cH:16][cH:17][c:18]([C:21]([OH:22])=[O:34])[n:19][n:20]2)[cH:24][c:25]([Br:28])[cH:26][cH:27]1. Yields the product CCN(Cc1cc(Br)ccc1OCc1ccccc1)c1ccc(C(=O)O)nn1. The reactants are NC=1N=CN(C1C(=O)N)CC1=CC=C(C=C1)C(C)(C)C (4-amino-1-(4-t-butylbenzyl)-5-imidazole carboxamide), C(C)(C)(C)OC(=O)N(C)CC(=O)O (2-(N-t-butyloxycarbonyl-N-methylamino)acetic acid). Product: C(C)(C)(C)C1=CC=C(CN2C=NC(=C2C(=O)N)NC(CN(C)C(=O)OC(C)(C)C)=O)C=C1 (1-(4-t-butylbenzyl)-4-(2-(N-t-butyloxycarbonyl-N-methylamino)acetylamino)-5-imidazolecarboxamide). Isolated yield 80.0%. RXN SMILES: [NH2:1][C:2]1[N:3]=[CH:4][N:5]([CH2:10][C:11]2[CH:16]=[CH:15][C:14]([C:17]([CH3:20])([CH3:19])[CH3:18])=[CH:13][CH:12]=2)[C:6]=1[C:7]([NH2:9])=[O:8].[C:21]([O:25][C:26]([N:28]([CH2:30][C:31](O)=[O:32])[CH3:29])=[O:27])([CH3:24])([CH3:23])[CH3:22]>>[C:17]([C:14]1[CH:15]=[CH:16][C:11]([CH2:10][N:5]2[C:6]([C:7]([NH2:9])=[O:8])=[C:2]([NH:1][C:31](=[O:32])[CH2:30][N:28]([C:26]([O:25][C:21]([CH3:23])([CH3:22])[CH3:24])=[O:27])[CH3:29])[N:3]=[CH:4]2)=[CH:12][CH:13]=1)([CH3:20])([CH3:19])[CH3:18]. Procedure: An amidation reaction and post-treatment were carried out under the same conditions as in Example 17, using 2.50 g (9.18 mmol) of 4-amino-1-(4-t-butylbenzyl)-5-imidazole carboxamide which was prepared in the same manner as in Example 57 and 2-(N-t-butyloxycarbonyl-N-methylamino)acetic acid instead of 3-pyridylacetic acid hydrochloride to obtain 3.27 g of 1-(4-t-butylbenzyl)-4-(2-(N-t-butyloxycarbonyl-N-methylamino)acetylamino)-5-imidazolecarboxamide (yield 80%).